Dataset: the Open Reaction Database (ORD), a public repository of structured organic reaction records. Task: describe an organic reaction: reactants, conditions, products, and yield The reactants are [Si](C1=CC=CC=C1)(C1=CC=CC=C1)(C(C)(C)C)OCC1=C(C=CC=C1)CC(S(=O)(=O)C1=CC=C(C=C1)Cl)C1=C(C=CC(=C1)F)F (2-[2-[2-[(t-butyldiphenylsilyloxy)methyl]phenyl]-1-[(4-chlorophenyl)sulfonyl]ethyl]-1,4-difluorobenzene), O (water), [F-].C(CCC)[N+](CCCC)(CCCC)CCCC (tetrabutylammonium fluoride). The solvent is C(C)(C)OC(C)C (diisopropyl ether), O1CCCC1 (tetrahydrofuran), O1CCCC1 (tetrahydrofuran). Reaction conditions: time 14 hour. Yields the product ClC1=CC=C(C=C1)S(=O)(=O)C(CC1=C(C=CC=C1)CO)C1=C(C=CC(=C1)F)F ([2-[2-[(4-Chlorophenyl)sulfonyl]-2-(2,5-difluorophenyl)ethyl]phenyl]methanol). Isolated yield 84.9%. As a reaction SMILES: [Si]([O:18][CH2:19][C:20]1[CH:25]=[CH:24][CH:23]=[CH:22][C:21]=1[CH2:26][CH:27]([C:38]1[CH:43]=[C:42]([F:44])[CH:41]=[CH:40][C:39]=1[F:45])[S:28]([C:31]1[CH:36]=[CH:35][C:34]([Cl:37])=[CH:33][CH:32]=1)(=[O:30])=[O:29])(C(C)(C)C)(C1C=CC=CC=1)C1C=CC=CC=1.[F-].C([N+](CCCC)(CCCC)CCCC)CCC.O>O1CCCC1.C(OC(C)C)(C)C>[Cl:37][C:34]1[CH:33]=[CH:32][C:31]([S:28]([CH:27]([C:38]2[CH:43]=[C:42]([F:44])[CH:41]=[CH:40][C:39]=2[F:45])[CH2:26][C:21]2[CH:22]=[CH:23][CH:24]=[CH:25][C:20]=2[CH2:19][OH:18])(=[O:30])=[O:29])=[CH:36][CH:35]=1 |f:1.2|. Procedure: In tetrahydrofuran (20 ml) was dissolved 2-[2-[2-[(t-butyldiphenylsilyloxy)methyl]phenyl]-1-[(4-chlorophenyl)sulfonyl]ethyl]-1,4-difluorobenzene (1.10 g, 1.66 mmol), followed by the dropwise addition of a tetrahydrofuran solution (1.0M, 5.0 ml, 5.0 mmol) of tetrabutylammonium fluoride under ice cooling. The resulting mixture was stirred at room temperature for 14 hours. After addition of water (3 ml), the residue obtained by concentrating the resulting mixture under reduced pressure was subjecte... The reactants are CN(C=1C=C(C#N)C=CN1)C (2-dimethylaminoisonicotinonitrile), product, C(C)OCC (diethyl ether), solution, C[Mg]Br (methyl magnesium bromide). Conditions: time 16 hour. Yields the product CN(C1=NC=CC(=C1)C(C)=O)C (1-(2-dimethylamino-4-pyridyl)-1-ethanone). RXN SMILES: [CH3:1][N:2]([CH3:11])[C:3]1[CH:4]=[C:5]([CH:8]=[CH:9][N:10]=1)C#N.C[Mg]Br.C([O:17][CH2:18][CH3:19])C>>[CH3:1][N:2]([CH3:11])[C:3]1[CH:4]=[C:5]([C:18](=[O:17])[CH3:19])[CH:8]=[CH:9][N:10]=1. Reported procedure: To a stirred solution of 7.4 g. (50 mmoles) of 2-dimethylaminoisonicotinonitrile in 150 ml. of diethyl ether was added dropwise 33 ml. (100 mmoles) of a 3 M solution of methyl magnesium bromide under a nitrogen atmosphere. On completion, the reaction was allowed to stir at room temperature for 16 hours, and was then quenched by the careful addition of 80 ml. of 2 N hydrochloric acid. The aqueous phase was separated and the organic phase extracted further with 2 N hydrochloric acid (2×10 ml.). Th...